From a dataset of the Open Reaction Database (ORD), a public repository of structured organic reaction records. describe an organic reaction: reactants, conditions, products, and yield The reactants are CN1CCC(CC1)CC1=C(C=C(C(=O)OCC)C=C1)C(F)(F)F (ethyl 4-(1-methylpiperidin-4-ylmethyl)-3-trifluoromethylbenzoate), crude product. The solvent is CO (methanol). Yields the product CN1CCC(CC1)CC1=C(C=C(C(=O)O)C=C1)C(F)(F)F (4-(1-methylpiperidin-4-ylmethyl)-3-trifluoromethylbenzoic acid). As a reaction SMILES: [CH3:1][N:2]1[CH2:7][CH2:6][CH:5]([CH2:8][C:9]2[CH:19]=[CH:18][C:12]([C:13]([O:15]CC)=[O:14])=[CH:11][C:10]=2[C:20]([F:23])([F:22])[F:21])[CH2:4][CH2:3]1>CO>[CH3:1][N:2]1[CH2:3][CH2:4][CH:5]([CH2:8][C:9]2[CH:19]=[CH:18][C:12]([C:13]([OH:15])=[O:14])=[CH:11][C:10]=2[C:20]([F:21])([F:23])[F:22])[CH2:6][CH2:7]1. Reported procedure: This compound was prepared in the same manner as in Reference Example 1 (step 6), except that ethyl 4-(1-methylpiperidin-4-ylmethyl)-3-trifluoromethylbenzoate obtained in the step 1 was used, and that the crude product was mixed with methanol and stirred, insolubles were removed by filtration, the filtrate was distilled off under reduced pressure, and then the residue was crystallized by adding acetonitrile. RXN SMILES: [CH:1]1([CH2:4][O:5][C:6]2[CH:7]=[CH:8][C:9]3[N:10]([N:12]=[C:13]([C:15]4[CH:32]=[CH:31][C:18]([O:19][CH2:20][C@@H:21]([NH:23][C:24](=O)[O:25]C(C)(C)C)[CH3:22])=[CH:17][C:16]=4[F:33])[CH:14]=3)[CH:11]=2)[CH2:3][CH2:2]1.Cl.[C:35](OCC)(=O)C>C(OCC)(=O)C>[CH:1]1([CH2:4][O:5][C:6]2[CH:7]=[CH:8][C:9]3[N:10]([N:12]=[C:13]([C:15]4[CH:32]=[CH:31][C:18]([O:19][CH2:20][C@@H:21]([NH:23][C:24](=[O:25])[CH3:35])[CH3:22])=[CH:17][C:16]=4[F:33])[CH:14]=3)[CH:11]=2)[CH2:2][CH2:3]1 |f:1.2|. Reported procedure: A mixture of tert-butyl [(1S)-2-{4-[6-(cyclopropylmethoxy)pyrazolo[1,5-a]pyridin-2-yl]-3-fluorophenoxy}-1-methylethyl]carbamate (200 mg), 4 M hydrogen chloride/ethyl acetate (2 mL), and ethyl acetate (2 mL) was stirred at room temperature for 2 hr. The mixture was concentrated under reduced pressure. The residue was mixed with pyridine (2 mL) and acetic anhydride (2 ml). The mixture was stirred at room temperature overnight. 1 M hydrochloric acid was added, and the mixture was extracted with eth... The product is C1(CC1)COC=1C=CC=2N(C1)N=C(C2)C2=C(C=C(OC[C@H](C)NC(C)=O)C=C2)F (N-[(1S)-2-{4-[6-(cyclopropylmethoxy)pyrazolo[1,5-a]pyridin-2-yl]-3-fluorophenoxy}-1-methylethyl]acetamide). Reactants: C1(CC1)COC=1C=CC=2N(C1)N=C(C2)C2=C(C=C(OC[C@H](C)NC(OC(C)(C)C)=O)C=C2)F (tert-butyl [(1S)-2-{4-[6-(cyclopropylmethoxy)pyrazolo[1,5-a]pyridin-2-yl]-3-fluorophenoxy}-1-methylethyl]carbamate), Cl.C(C)(=O)OCC (hydrogen chloride ethyl acetate). Run at time 2 hour. The solvent is C(C)(=O)OCC (ethyl acetate). Starting materials: BrCCC1=CC=C(C=C1)[N+](=O)[O-] (1-(2-bromoethyl)-4-nitrobenzene), Cl.COC=1C=C2CCNCC2=CC1OC (1,2,3,4-tetrahydro-6,7-dimethoxyisoquinoline hydrochloride), C([O-])([O-])=O.[K+].[K+] (potassium carbonate). Run in C(C)(C)O (isopropanol). The product is COC=1C=C2CCN(CC2=CC1OC)CCC1=CC=C(C=C1)[N+](=O)[O-] (1,2,3,4-Tetrahydro-6,7-dimethoxy-2-[2-(4-nitrophenyl)ethyl]isoquinoline). Isolated yield 71.6%. RXN SMILES: Br[CH2:2][CH2:3][C:4]1[CH:9]=[CH:8][C:7]([N+:10]([O-:12])=[O:11])=[CH:6][CH:5]=1.Cl.[CH3:14][O:15][C:16]1[CH:17]=[C:18]2[C:23](=[CH:24][C:25]=1[O:26][CH3:27])[CH2:22][NH:21][CH2:20][CH2:19]2.C(=O)([O-])[O-].[K+].[K+]>C(O)(C)C>[CH3:14][O:15][C:16]1[CH:17]=[C:18]2[C:23](=[CH:24][C:25]=1[O:26][CH3:27])[CH2:22][N:21]([CH2:2][CH2:3][C:4]1[CH:9]=[CH:8][C:7]([N+:10]([O-:12])=[O:11])=[CH:6][CH:5]=1)[CH2:20][CH2:19]2 |f:1.2,3.4.5|. Procedure: A mixture of 1-(2-bromoethyl)-4-nitrobenzene (9.64 g), 1,2,3,4-tetrahydro-6,7-dimethoxyisoquinoline hydrochloride (10.59 g) and potassium carbonate (17.38 g) in isopropanol (150 ml) was refluxed for 48 h. The mixture was then filtered and the filtrate evaporated to dryness. The resulting residue was taken up in water and extracted with dichloromethane. The organic layer was washed with water, dried and evaporated to give an oil which crystallised in a mixture of 2-propanol and diethyl ether to g... Reactants: C([O-])(O)=O.[Na+] (sodium bicarbonate), BrC=1C=CC(=NC1)C=1N(C=C(N1)C(F)(F)F)COCC[Si](C)(C)C (5-bromo-2-[4-(trifluoromethyl)-1-{[2-(trimethylsilyl)ethoxy]methyl}-1H-imidazol-2-yl]pyridine), CC(C(=O)OC)(COC1=NC=C(C(=C1)C)B1OC(C(O1)(C)C)(C)C)C (methyl 2,2-dimethyl-3-{[4-methyl-5-(4,4,5,5-tetramethyl-1,3,2-dioxaborolan-2-yl)-pyridin-2-yl]oxy}propanoate), P(=O)([O-])([O-])[O-].[K+].[K+].[K+] (potassium phosphate), C1(CCCCC1)P(C1=C(C=CC=C1)C1=C(C=CC=C1OC)OC)C1CCCCC1 (2-dicyclohexylphosphino-2′,6′-dimethoxybiphenyl). The reagents and catalysts are C(C)(=O)[O-].[Pd+2].C(C)(=O)[O-] (palladium acetate). Run in C(C)(=O)OCC (ethyl acetate), O (water), O1CCCC1 (tetrahydrofuran). Reaction conditions: temperature 50 celsius, time 6 hour. The product is CC(C(=O)OC)(COC1=CC(=C(C=N1)C=1C=NC(=CC1)C=1N(C=C(N1)C(F)(F)F)COCC[Si](C)(C)C)C)C (methyl 2,2-dimethyl-3-({4-methyl-6′-[4-(trifluoromethyl)-1-{[2-(trimethylsilyl)ethoxy]methyl}-1H-imidazol-2-yl]-3,3′-bipyridin-6-yl}oxy)propanoate). Yield: 16.6%. RXN SMILES: Br[C:2]1[CH:3]=[CH:4][C:5]([C:8]2[N:9]([CH2:17][O:18][CH2:19][CH2:20][Si:21]([CH3:24])([CH3:23])[CH3:22])[CH:10]=[C:11]([C:13]([F:16])([F:15])[F:14])[N:12]=2)=[N:6][CH:7]=1.[CH3:25][C:26]([CH3:49])([CH2:31][O:32][C:33]1[CH:38]=[C:37]([CH3:39])[C:36](B2OC(C)(C)C(C)(C)O2)=[CH:35][N:34]=1)[C:27]([O:29][CH3:30])=[O:28].P([O-])([O-])([O-])=O.[K+].[K+].[K+].C1(P(C2CCCCC2)C2C=CC=CC=2C2C(OC)=CC=CC=2OC)CCCCC1.C(=O)(O)[O-].[Na+]>C([O-])(=O)C.[Pd+2].C([O-])(=O)C.C(OCC)(=O)C.O.O1CCCC1>[CH3:25][C:26]([CH3:49])([CH2:31][O:32][C:33]1[N:34]=[CH:35][C:36]([C:2]2[CH:7]=[N:6][C:5]([C:8]3[N:9]([CH2:17][O:18][CH2:19][CH2:20][Si:21]([CH3:24])([CH3:23])[CH3:22])[CH:10]=[C:11]([C:13]([F:16])([F:15])[F:14])[N:12]=3)=[CH:4][CH:3]=2)=[C:37]([CH3:39])[CH:38]=1)[C:27]([O:29][CH3:30])=[O:28] |f:2.3.4.5,7.8,9.10.11|. Procedure details: A mixture in which tetrahydrofuran (6 mL) was added to 5-bromo-2-[4-(trifluoromethyl)-1-{[2-(trimethylsilyl)ethoxy]methyl}-1H-imidazol-2-yl]pyridine (542 mg), methyl 2,2-dimethyl-3-{[4-methyl-5-(4,4,5,5-tetramethyl-1,3,2-dioxaborolan-2-yl)-pyridin-2-yl]oxy}propanoate (372 mg), potassium phosphate (302 mg), palladium acetate (8 mg) and 2-dicyclohexylphosphino-2′,6′-dimethoxybiphenyl (29 mg) was stirred under nitrogen atmosphere at 50° C. for 6 hours. After cooling the mixture to room temperature,... Starting materials: C(C1=CC=CC=C1)(=O)C1=NC=2N(C(N=C(C2)OC)=O)C1 (2-benzoyl-7-methoxyimi-dazo[1,2-c]pyrimidin-5-one), [H-].[Na+] (sodium hydride), O (water), ICC (iodoethane). Run in CN(C=O)C (dimethylformamide). Conditions: time 2 hour. Product: C(C)N1C(N2C(C=C1OC)=NC=C2)=O (6-ethyl-7-methoxyimidazo[1,2-c]pyrimidin-5-one). Yield: 29.1%. RXN SMILES: C([C:9]1[CH2:20][N:12]2[C:13](=[O:19])[N:14]=[C:15]([O:17][CH3:18])[CH:16]=[C:11]2[N:10]=1)(=O)C1C=CC=CC=1.[H-].[Na+].I[CH2:24][CH3:25].O>CN(C)C=O>[CH2:24]([N:14]1[C:15]([O:17][CH3:18])=[CH:16][C:11]2=[N:10][CH:9]=[CH:20][N:12]2[C:13]1=[O:19])[CH3:25] |f:1.2|. Reported procedure: A stirred solution of 11 g of 2-benzoyl-7-methoxyimi-dazo[1,2-c]pyrimidin-5-one in 33 ml of dry dimethylformamide was treated with 1.27 g of 80% of sodium hydride and was stirred for another hour. 8 g of iodoethane were added dropwise over 10 minutes and stirring was continued for two hours after which the mixture was poured into iced water. The mixture was filtered to obtain 2.3 g of 6-ethyl-7-methoxyimidazo[1,2-c]pyrimidin-5-one as a yellow crystalline solid melting at 159°-60° C. Reactants: C(CC)(=O)NCCC1=CC=C(C=C1)O (N-propionyl tyramine), [H-].[Na+] (sodium hydride), C(C)(=O)OCC (ethyl acetate), compound. Run in O1CCCC1 (tetrahydrofuran). Conditions: time 10 minute. Product: C1(=CC=CC=C1)OC1=CC=CC=C1 (phenyl ether). Isolated yield 32.0%. RXN SMILES: C(NCC[C:8]1[CH:13]=[CH:12][C:11]([OH:14])=[CH:10][CH:9]=1)(=O)CC.[H-].[Na+].C(O[CH2:21][CH3:22])(=O)C>O1CCCC1>[C:22]1([O:14][C:11]2[CH:10]=[CH:9][CH:8]=[CH:13][CH:12]=2)[CH:21]=[CH:10][CH:9]=[CH:8][CH:13]=1 |f:1.2|. Reported procedure: To a stirred solution of N-ethyl, N-propionyl tyramine (2.84 g, 12.83 mmole) in tetrahydrofuran (32.1 ml) was added 60% sodium hydride dispersion (0.56 g, 14.11 mmole). After stirring for 10 minutes, the compound of Example 42(E) (4.70 g, 12.83 mmole) was added. The reaction was allowed to stir at room temperature for 5 hours, poured into ethyl acetate, and extracted with 10% sodium sulfate, then brine. The organic layer was dried over sodium sulfate, evaporated to dryness, and chromatographed o... Starting materials: C(#N)C1(CCC(CC1)CC(=O)OCC)C1=CC=C(C=2OCCOC21)OC (Ethyl 2-[4-cyano-4-(8-methoxy-1,4-benzodioxan-5-yl)cyclohexan-1-yl]acetate), aqueous solution, [OH-].[Na+] (sodium hydroxide), O (water), C(C)(=O)OCC (ethyl acetate). Run in C(C)O (ethanol). Reaction conditions: time 1 hour. Product: C(#N)C1(CCC(CC1)CC(=O)O)C1=CC=C(C=2OCCOC21)OC (2-[4-Cyano-4-(8-methoxy-1,4-benzodioxan-5-yl)cyclohexan-1-yl]acetic acid). Yield: 35.7%. RXN SMILES: [C:1]([C:3]1([C:15]2[C:24]3[O:23][CH2:22][CH2:21][O:20][C:19]=3[C:18]([O:25][CH3:26])=[CH:17][CH:16]=2)[CH2:8][CH2:7][CH:6]([CH2:9][C:10]([O:12]CC)=[O:11])[CH2:5][CH2:4]1)#[N:2].[OH-].[Na+].O.C(OCC)(=O)C>C(O)C>[C:1]([C:3]1([C:15]2[C:24]3[O:23][CH2:22][CH2:21][O:20][C:19]=3[C:18]([O:25][CH3:26])=[CH:17][CH:16]=2)[CH2:8][CH2:7][CH:6]([CH2:9][C:10]([OH:12])=[O:11])[CH2:5][CH2:4]1)#[N:2] |f:1.2|. Procedure details: To a solution of Compound 20 (0.41 g, 1.1 mmol) obtained in Example 19 in ethanol (4.1 mL) was added a 2 mol/L aqueous solution of sodium hydroxide (1.1 mL), and the mixture was stirred at room temperature for 1 hour and then stirred at 60° C. for 20 minutes. The mixture was allowed to cool, and water and ethyl acetate were added to the mixture, followed by separating into an organic layer and an aqueous layer. The aqueous layer was acidified with 6 mol/L aqueous hydrochloric acid and extracted ... The reactants are CC(C)OC(=O)N1CCC(Oc2ncnc3c2CCN3c2ccc(Br)cc2)CC1, CS(=O)[O-], CS(C)=O, I[Cu]I, [Na+], [Na+], [OH-], O=C(O)C1CCCN1. Product: CC(C)OC(=O)N1CCC(Oc2ncnc3c2CCN3c2ccc(S(C)(=O)=O)cc2)CC1. As a reaction SMILES: [Br:1][c:2]1[cH:3][cH:4][c:5]([N:8]2[CH2:9][CH2:10][c:11]3[c:12]2[n:13][cH:14][n:15][c:16]3[O:17][CH:18]2[CH2:19][CH2:20][N:21]([C:24](=[O:25])[O:26][CH:27]([CH3:28])[CH3:29])[CH2:22][CH2:23]2)[cH:6][cH:7]1.[CH3:30][S:31](=[O:32])[O-:33].[CH3:48][S:49]([CH3:50])=[O:51].[Cu:45]([I:46])[I:47].[Na+:34].[Na+:44].[OH-:43].[OH:35][C:36]([CH:37]1[NH:38][CH2:39][CH2:40][CH2:41]1)=[O:42]>>[c:2]1([S:31]([CH3:30])(=[O:32])=[O:33])[cH:3][cH:4][c:5]([N:8]2[CH2:9][CH2:10][c:11]3[c:12]2[n:13][cH:14][n:15][c:16]3[O:17][CH:18]2[CH2:19][CH2:20][N:21]([C:24](=[O:25])[O:26][CH:27]([CH3:28])[CH3:29])[CH2:22][CH2:23]2)[cH:6][cH:7]1.